Dataset: the Open Reaction Database (ORD), a public repository of structured organic reaction records. Task: describe an organic reaction: reactants, conditions, products, and yield The reactants are [I-].C[N+]1=CN(C=C1)C(\N=C\1/SC(=CN1C1=CC2=C(OC(C(O2)(F)F)(F)F)C=C1)C)=O ((Z)-3-Methyl-1-(5-methyl-3-(2,2,3,3-tetrafluoro-2,3-dihydrobenzo[b][1,4]dioxin-6-yl)thiazol-2(3H)-ylidenecarbamoyl)-1H-imidazol-3-ium iodide), N1C[C@H](CC1)O ((S)-pyrrolidin-3-ol), CCN(C(C)C)C(C)C (Hunig's base). Solvent: C(C)#N (acetonitrile), C(Cl)Cl (CH2Cl2). Yields the product O[C@@H]1CN(CC1)C(=O)\N=C\1/SC(=CN1C1=CC2=C(OC(C(O2)(F)F)(F)F)C=C1)C ((3S)-3-hydroxy-N-[(2Z)-5-methyl-3-(2,2,3,3-tetrafluoro-2,3-dihydro-1,4-benzodioxin-6-yl)-1,3-thiazol-2(3H)-ylidene]pyrrolidine-1-carboxamide). Reaction SMILES: [I-].C[N+]1C=CN([C:8](=[O:30])/[N:9]=[C:10]2\[S:11][C:12]([CH3:29])=[CH:13][N:14]\2[C:15]2[CH:28]=[CH:27][C:18]3[O:19][C:20]([F:26])([F:25])[C:21]([F:24])([F:23])[O:22][C:17]=3[CH:16]=2)C=1.[NH:31]1[CH2:35][CH2:34][C@H:33]([OH:36])[CH2:32]1.CCN(C(C)C)C(C)C>C(#N)C.C(Cl)Cl>[OH:36][C@H:33]1[CH2:34][CH2:35][N:31]([C:8](/[N:9]=[C:10]2\[S:11][C:12]([CH3:29])=[CH:13][N:14]\2[C:15]2[CH:28]=[CH:27][C:18]3[O:19][C:20]([F:26])([F:25])[C:21]([F:23])([F:24])[O:22][C:17]=3[CH:16]=2)=[O:30])[CH2:32]1 |f:0.1|. Procedure details: A solution of (Z)-3-methyl-1-(5-methyl-3-(2,2,3,3-tetrafluoro-2,3-dihydrobenzo[b][1,4]dioxin-6-yl)thiazol-2(3H)-ylidenecarbamoyl)-1H-imidazol-3-ium iodide (Example 81A, 0.1 g, 0.18 mmol), (S)-pyrrolidin-3-ol (0.016 g, 0.18 mmol) and Hunig's base (0.023 g, 018 mmol) in dry acetonitrile (5 mL) was heated to 60° C. for three hours. After cooling, the mixture was diluted with CH2Cl2 (50 mL) and washed with water and brine. The organic phase was dried over sodium sulfate, filtered and dried. After ev... Starting materials: C([O-])([O-])=O.[Na+].[Na+] (sodium carbonate), BrCC(=O)OC (methyl bromoacetate), COC=1C(=C(CC=2C=CC(=C(C(=O)N3CCCCC3)C2)O)C(=C(C1OC)OC)OC)C (N-[5-(3,4,5,6-Tetramethoxy-2-methylbenzyl)-2-hydroxybenzoyl]piperidine). Run in CC(=O)C (acetone). Yields the product COC=1C(=C(CC=2C=CC(=C(C(=O)N3CCCCC3)C2)OCC(=O)OC)C(=C(C1OC)OC)OC)C (N-[5-(3,4,5,6-Tetramethoxy-2-methylbenzyl)-2-(methoxycarbonylmethyloxy)benzoyl]piperidine). Yield: 98.7%. As a reaction SMILES: [CH3:1][O:2][C:3]1[C:4]([CH3:31])=[C:5]([C:22]([O:29][CH3:30])=[C:23]([O:27][CH3:28])[C:24]=1[O:25][CH3:26])[CH2:6][C:7]1[CH:8]=[CH:9][C:10]([OH:21])=[C:11]([CH:20]=1)[C:12]([N:14]1[CH2:19][CH2:18][CH2:17][CH2:16][CH2:15]1)=[O:13].C(=O)([O-])[O-].[Na+].[Na+].Br[CH2:39][C:40]([O:42][CH3:43])=[O:41]>CC(C)=O>[CH3:1][O:2][C:3]1[C:4]([CH3:31])=[C:5]([C:22]([O:29][CH3:30])=[C:23]([O:27][CH3:28])[C:24]=1[O:25][CH3:26])[CH2:6][C:7]1[CH:8]=[CH:9][C:10]([O:21][CH2:39][C:40]([O:42][CH3:43])=[O:41])=[C:11]([CH:20]=1)[C:12]([N:14]1[CH2:15][CH2:16][CH2:17][CH2:18][CH2:19]1)=[O:13] |f:1.2.3|. Reported procedure: N-[5-(3,4,5,6-Tetramethoxy-2-methylbenzyl)-2-hydroxybenzoyl]piperidine (0.200 g, 0.465 mmol) was dissolved in acetone (30 ml) and after adding thereto anhydrous sodium carbonate (0.077 g, 0.558 mmol) and methyl bromoacetate (0.078 g, 0.512 mmol), the solution was refluxed under heating for 3 hours. The reaction solution was filtered, the filtrate was concentrated and the obtained residue was purified by silica gel column chromatography (hexand:ethyl acetate=1:1) to obtain the titled compound (0.... Yield: 53.6%. Run at time 1 hour. Solvent: CN(C)C=O (DMF), C1CCOC1 (THF). Procedure details: (3,5-Dimethyl-pyridin-2-ylmethyl)-{3-[1-(4-fluoro-phenyl)-1-methyl-ethyl]-pyridin-2-ylmethyl}-piperidin-4-yl-amine (0.270 g, 0.60 mmol) and 1,1′-carbonyldiimidazole (0.098 g, 0.60 mmol) were combined in THF (6 mL) and the mixture was stirred at room temperature for one hour. The solvent was removed under reduced pressure to give a colorless oil that was resuspended in DMF (5 mL), followed by addition of N,N-diisopropylamine (527 μL, 3.02 mmol) and NH2OH. HCl (0.168 g, 2.40 mmol). The mixture was... As a reaction SMILES: [CH3:1][C:2]1[C:3]([CH2:9][N:10]([CH2:17][C:18]2[C:23]([C:24]([C:27]3[CH:32]=[CH:31][C:30]([F:33])=[CH:29][CH:28]=3)([CH3:26])[CH3:25])=[CH:22][CH:21]=[CH:20][N:19]=2)[CH:11]2[CH2:16][CH2:15][NH:14][CH2:13][CH2:12]2)=[N:4][CH:5]=[C:6]([CH3:8])[CH:7]=1.[C:34](N1C=CN=C1)([N:36]1[CH:40]=[CH:39][N:38]=[CH:37]1)=[O:35].C(NC(C)C)(C)C.NO.Cl>C1COCC1.CN(C=O)C>[NH4+:4].[OH-:35].[CH3:1][C:2]1[C:3]([CH2:9][N:10]([CH2:17][C:18]2[C:23]([C:24]([C:27]3[CH:32]=[CH:31][C:30]([F:33])=[CH:29][CH:28]=3)([CH3:26])[CH3:25])=[CH:22][CH:21]=[CH:20][N:19]=2)[CH:11]2[CH2:12][CH2:13][N:14]([C:34]([N:36]3[CH:40]=[CH:39][N:38]=[CH:37]3)=[O:35])[CH2:15][CH2:16]2)=[N:4][CH:5]=[C:6]([CH3:8])[CH:7]=1 |f:7.8|. The product is [NH4+].[OH-] (NH4OH), CC=1C(=NC=C(C1)C)CN(C1CCN(CC1)C(=O)N1C=NC=C1)CC1=NC=CC=C1C(C)(C)C1=CC=C(C=C1)F ([4-((3,5-dimethyl-pyridin-2-ylmethyl)-{3-[1-(4-fluoro-phenyl)-1-methyl-ethyl]-pyridin-2-ylmethyl}-amino)-piperidin-1-yl]-imidazol-1-yl-methanone). The reactants are C(C)(C)NC(C)C (N,N-diisopropylamine), NO (NH2OH), CC=1C(=NC=C(C1)C)CN(C1CCNCC1)CC1=NC=CC=C1C(C)(C)C1=CC=C(C=C1)F ((3,5-Dimethyl-pyridin-2-ylmethyl)-{3-[1-(4-fluoro-phenyl)-1-methyl-ethyl]-pyridin-2-ylmethyl}-piperidin-4-yl-amine), C(=O)(N1C=NC=C1)N1C=NC=C1 (1,1′-carbonyldiimidazole), Cl (HCl). Reactants: C(#N)CC(=O)O (cyanoacetic acid), C1(CCC1)NC(=O)N (cyclobutylurea). The solvent is C(C)(=O)OC(C)=O (acetic anhydride). Reaction conditions: time 2 hour. The product is NC1=CC(NC(N1C1CCC1)=O)=O (6-amino-1-cyclobutyl-2,4-(1H,3H)-pyrimidinedione). As a reaction SMILES: [C:1]([CH2:3][C:4](O)=[O:5])#[N:2].[CH:7]1([NH:11][C:12]([NH2:14])=[O:13])[CH2:10][CH2:9][CH2:8]1>C(OC(=O)C)(=O)C>[NH2:2][C:1]1[N:11]([CH:7]2[CH2:10][CH2:9][CH2:8]2)[C:12](=[O:13])[NH:14][C:4](=[O:5])[CH:3]=1. Procedure: To a solution of 30 g (0.35 mol) cyanoacetic acid and 100 ml of acetic anhydride was added 36.1 g (0.32 mol) of cyclobutylurea. The solution was stirred at 60°-70° C. for 2 hours. After cooling, white crystals were filtered off and washed with ethanol. Yield 36.4 g (63%) (VII). This was suspended in 100 ml of hot water and 50 ml of 2N NaOH was added in portions so the solution the whole time was basic. The reaction mixture was refluxed for 20 minutes. After cooling, white crystals were filtered ... Product: CC(C(=O)O)C1=CC2=CC=C(C=C2C=C1)OCC1=CC=CC=C1 (α-Methyl-6-(phenylmethoxy)-2-naphthaleneacetic acid). Procedure details: To a solution of 6-hydroxy-α-methyl-2-naphthaleneacetic acid (6.48 g, 30 mmol) in methanol (100 ml) is added sodium methoxide (60 mmol). After 10 minutes the solvent is removed and replaced with dimethylformamide (100 ml). Benzyl chloride (7.6 g, 60 mmol) is then added and the reaction mixture is stirred overnight at room temperature. The reaction is then heated at 150° C. for 1 hour. The solvent is then removed and the residue is partitioned between water and methylene chloride. The organic lay... Starting materials: OC=1C=C2C=CC(=CC2=CC1)C(C(=O)O)C (6-hydroxy-α-methyl-2-naphthaleneacetic acid), C[O-].[Na+] (sodium methoxide), C(C1=CC=CC=C1)Cl (Benzyl chloride). Reaction SMILES: [OH:1][C:2]1[CH:3]=[C:4]2[C:9](=[CH:10][CH:11]=1)[CH:8]=[C:7]([CH:12]([CH3:16])[C:13]([OH:15])=[O:14])[CH:6]=[CH:5]2.C[O-].[Na+].[CH2:20](Cl)[C:21]1[CH:26]=[CH:25][CH:24]=[CH:23][CH:22]=1>CO>[CH3:16][CH:12]([C:7]1[CH:6]=[CH:5][C:4]2[C:9](=[CH:10][CH:11]=[C:2]([O:1][CH2:20][C:21]3[CH:26]=[CH:25][CH:24]=[CH:23][CH:22]=3)[CH:3]=2)[CH:8]=1)[C:13]([OH:15])=[O:14] |f:1.2|. The solvent is CO (methanol). Yield: 38.1%. Run at time 8 hour. Starting materials: COC=1C=CC(=C(C=NC2=C(C=CC=C2C)O)C1)OCOC (2-[(5-Methoxy-2-methoxymethoxybenzylidene)amino]-3-methylphenol), BaMnO4. Yields the product COC=1C=CC(=C(C1)C=1OC2=C(N1)C(=CC=C2)C)OCOC (2-(5-methoxy-2-methoxymethoxyphenyl)-4-methylbenzoxazole). The solvent is C1=CC=CC=C1 (benzene). Procedure: A solution of 2-[(5-methoxy-2-methoxymethoxybenzylidene)amino]-3-methylphenol (F4) (1.51 g, 5 mmol) and BaMnO4 (5.13 g, 20 mmol) in benzene (50 mL) was refluxed for 5 hours under dry N2 gas flowing. After the reaction mixture was cooled to room temperature, BaMnO4 was removed through Celite and the filtrate was concentrated in vacuo. The black residue was purified by silica gel column chromatography (CHCl3) to afford the objective compound as a pale yellow solid (976 mg, 65%): 1H-NMR (500 MHz, C... As a reaction SMILES: [CH3:1][O:2][C:3]1[CH:4]=[CH:5][C:6]([O:19][CH2:20][O:21][CH3:22])=[C:7]([CH:18]=1)[CH:8]=[N:9][C:10]1[C:15]([CH3:16])=[CH:14][CH:13]=[CH:12][C:11]=1[OH:17]>C1C=CC=CC=1>[CH3:1][O:2][C:3]1[CH:4]=[CH:5][C:6]([O:19][CH2:20][O:21][CH3:22])=[C:7]([C:8]2[O:17][C:11]3[CH:12]=[CH:13][CH:14]=[C:15]([CH3:16])[C:10]=3[N:9]=2)[CH:18]=1. Yield: 65.2%. Reactants: FC(OC=1C=C(C=CC1)C1=NC=C(C=C1)C(=O)O)(F)F (2-(3-trifluoromethoxyphenyl)-5-carboxy pyridine), [H-].[Al+3].[Li+].[H-].[H-].[H-] (lithium aluminum hydride). Solvent: O1CCCC1 (tetrahydrofuran), O1CCCC1 (tetrahydrofuran). Conditions: time 4 hour. Yields the product FC(OC=1C=C(C=CC1)C1=NC=C(C=C1)CO)(F)F (2-(3-Trifluoromethoxyphenyl)-5-hydroxymethylpyridine). As a reaction SMILES: [F:1][C:2]([F:20])([F:19])[O:3][C:4]1[CH:5]=[C:6]([C:10]2[CH:15]=[CH:14][C:13]([C:16](O)=[O:17])=[CH:12][N:11]=2)[CH:7]=[CH:8][CH:9]=1.[H-].[Al+3].[Li+].[H-].[H-].[H-]>O1CCCC1>[F:20][C:2]([F:1])([F:19])[O:3][C:4]1[CH:5]=[C:6]([C:10]2[CH:15]=[CH:14][C:13]([CH2:16][OH:17])=[CH:12][N:11]=2)[CH:7]=[CH:8][CH:9]=1 |f:1.2.3.4.5.6|. Procedure details: To a solution of 2-(3-trifluoromethoxyphenyl)-5-carboxy pyridine (2.0 g, 7.06 mmol) in tetrahydrofuran (15 mL) at 0° C. was added 1.0M lithium aluminum hydride in tetrahydrofuran (7.07 mL, 7.07 mmol) over 10 minutes. The reaction was allowed to stir at ambient temperature for 4 hours, cooled to 0° C., and quenched by dropwise addition of saturated Na2SO4 (1.0 mL). The reaction was diluted with diethylether, filtered through a pad of Celite and the filtrate evaporated in vacuo. The residue was ch...